From a dataset of the Open Reaction Database (ORD), a public repository of structured organic reaction records. describe an organic reaction: reactants, conditions, products, and yield The solvent is CO (methanol). As a reaction SMILES: [C:1]1([CH3:12])[CH:6]=[CH:5][C:4]([S:7]([NH:10][NH2:11])(=[O:9])=[O:8])=[CH:3][CH:2]=1.[F:13][CH:14]([F:24])[O:15][C:16]1[CH:23]=[CH:22][C:19]([CH:20]=O)=[CH:18][CH:17]=1>CO>[S:7]([NH:10][N:11]=[CH:4][C:3]1[CH:2]=[CH:1][CH:6]=[CH:5][C:20]=1[C:19]1[CH:22]=[CH:23][C:16]([O:15][CH:14]([F:24])[F:13])=[CH:17][CH:18]=1)([C:4]1[CH:3]=[CH:2][C:1]([CH3:12])=[CH:6][CH:5]=1)(=[O:8])=[O:9]. Isolated yield 25.9%. Procedure: 4-Tolylsulfonyl hydrazine (6.03 g, 182 mmol) was added to a stirred solution of 4-difluoromethoxy-benzaldehyde (5 g, 172 mmol) in methanol (6 ml). Everything dissolved. After two hours the solvent was evaporated to yield 9.8 g (99%) of a white solid. Reactants: C1(=CC=C(C=C1)S(=O)(=O)NN)C (4-Tolylsulfonyl hydrazine), FC(OC1=CC=C(C=O)C=C1)F (4-difluoromethoxy-benzaldehyde). Yields the product S(=O)(=O)(C1=CC=C(C)C=C1)NN=CC1=C(C=CC=C1)C1=CC=C(C=C1)OC(F)F (4-difluoromethoxy-phenyl benzaldehyde-tosylhydrazone). Starting materials: CCOC(=O)CSc1cnc(NC(=O)N(CC2CCC2)c2ccc(F)c(F)c2)s1, CCOC(=O)CSc1cnc(N)s1, CS(=O)(=O)c1ccc(N(CC2CCCC2)C(=O)Nc2nc(CC(=O)O)cs2)cc1, Fc1ccc(NCC2CCC2)cc1F. Product: O=C(O)CSc1cnc(NC(=O)N(CC2CCC2)c2ccc(F)c(F)c2)s1. RXN SMILES: [CH2:1]([CH3:2])[O:3][C:4]([CH2:5][S:6][c:7]1[cH:8][n:9][c:10]([NH:12][C:13](=[O:14])[N:15]([c:16]2[cH:17][c:18]([F:23])[c:19]([F:22])[cH:20][cH:21]2)[CH2:24][CH:25]2[CH2:26][CH2:27][CH2:28]2)[s:11]1)=[O:29].[CH2:73]([O:74][C:75](=[O:76])[CH2:77][S:78][c:79]1[s:80][c:81]([NH2:82])[n:83][cH:84]1)[CH3:85].[CH:30]1([CH2:31][N:32]([c:33]2[cH:34][cH:35][c:36]([S:37]([CH3:38])(=[O:39])=[O:40])[cH:41][cH:42]2)[C:43](=[O:44])[NH:45][c:46]2[s:47][cH:48][c:49]([CH2:50][C:51]([OH:52])=[O:53])[n:54]2)[CH2:55][CH2:56][CH2:57][CH2:58]1.[CH:59]1([CH2:60][NH:61][c:62]2[cH:63][cH:64][c:65]([F:66])[c:67]([F:68])[cH:69]2)[CH2:70][CH2:71][CH2:72]1>>[O:3]=[C:4]([CH2:5][S:6][c:7]1[cH:8][n:9][c:10]([NH:12][C:13](=[O:14])[N:15]([c:16]2[cH:17][c:18]([F:23])[c:19]([F:22])[cH:20][cH:21]2)[CH2:24][CH:25]2[CH2:26][CH2:27][CH2:28]2)[s:11]1)[OH:29]. The reactants are O=C(n1ccnc1)n1ccnc1, CCOC(=O)C(CN)Cc1ccccc1, ClCCl, O=C(O)Cc1cccc2ccccc12. Product: CCOC(=O)C(CNC(=O)Cc1cccc2ccccc12)Cc1ccccc1. Reaction SMILES: [C:15]([n:16]1[cH:17][cH:18][n:19][cH:20]1)([n:21]1[cH:22][cH:23][n:24][cH:25]1)=[O:26].[CH2:27]([CH3:28])[O:29][C:30]([CH:31]([CH2:32][NH2:33])[CH2:34][c:35]1[cH:36][cH:37][cH:38][cH:39][cH:40]1)=[O:41].[Cl:42][CH2:43][Cl:44].[OH:1][C:2](=[O:3])[CH2:4][c:5]1[cH:6][cH:7][cH:8][c:9]2[cH:10][cH:11][cH:12][cH:13][c:14]12>>[C:2](=[O:3])([CH2:4][c:5]1[cH:6][cH:7][cH:8][c:9]2[cH:10][cH:11][cH:12][cH:13][c:14]12)[NH:33][CH2:32][CH:31]([C:30]([O:29][CH2:27][CH3:28])=[O:41])[CH2:34][c:35]1[cH:36][cH:37][cH:38][cH:39][cH:40]1. The reactants are C#Cc1ccc(-c2ccccc2F)cc1, [H][H], O=S(=O)(O)O, c1ccccc1. Product: CCc1ccc(-c2ccccc2F)cc1. RXN SMILES: [C:1](#[CH:2])[c:3]1[cH:4][cH:5][c:6](-[c:9]2[c:10]([F:15])[cH:11][cH:12][cH:13][cH:14]2)[cH:7][cH:8]1.[H:21][H:22].[S:16](=[O:17])(=[O:18])([OH:19])[OH:20].[cH:23]1[cH:24][cH:25][cH:26][cH:27][cH:28]1>>[CH2:1]([CH3:2])[c:3]1[cH:4][cH:5][c:6](-[c:9]2[c:10]([F:15])[cH:11][cH:12][cH:13][cH:14]2)[cH:7][cH:8]1. The reactants are CCOC(=O)c1c(Br)c(Br)n(Cc2ccc(F)cc2)c1CBr, COC(=O)CNS(=O)(=O)c1ccc(C)cc1, CO, ClCCl, [H-], [Na+], CN(C)C=O. The product is CCOC(=O)c1c(Br)c(Br)n(Cc2ccc(F)cc2)c1CN(CC(=O)OC)S(=O)(=O)c1ccc(C)cc1. Reaction SMILES: [Br:19][c:20]1[c:21]([C:36](=[O:37])[O:38][CH2:39][CH3:40])[c:22]([CH2:34][Br:35])[n:23]([CH2:26][c:27]2[cH:28][cH:29][c:30]([F:33])[cH:31][cH:32]2)[c:24]1[Br:25].[CH3:1][c:2]1[cH:3][cH:4][c:5]([S:8](=[O:9])(=[O:10])[NH:11][CH2:12][C:13](=[O:14])[O:15][CH3:16])[cH:6][cH:7]1.[CH3:41][OH:42].[Cl:48][CH2:49][Cl:50].[H-:18].[Na+:17].[O:43]=[CH:44][N:45]([CH3:46])[CH3:47]>>[CH3:1][c:2]1[cH:3][cH:4][c:5]([S:8](=[O:9])(=[O:10])[N:11]([CH2:12][C:13](=[O:14])[O:15][CH3:16])[CH2:34][c:22]2[c:21]([C:36](=[O:37])[O:38][CH2:39][CH3:40])[c:20]([Br:19])[c:24]([Br:25])[n:23]2[CH2:26][c:27]2[cH:28][cH:29][c:30]([F:33])[cH:31][cH:32]2)[cH:6][cH:7]1. Starting materials: [Al+3], [H-], [H-], [H-], [H-], [Li+], Nc1cnc2c(n1)CCN(C(=O)c1ccc(Cl)cc1)CC2, [Na+], C1CCOC1, [OH-]. The product is Nc1cnc2c(n1)CCN(Cc1ccc(Cl)cc1)CC2. Reaction SMILES: [Al+3:23].[H-:22].[H-:25].[H-:26].[H-:27].[Li+:24].[NH2:1][c:2]1[cH:3][n:4][c:5]2[c:6]([n:21]1)[CH2:7][CH2:8][N:9]([C:12]([c:13]1[cH:14][cH:15][c:16]([Cl:19])[cH:17][cH:18]1)=[O:20])[CH2:10][CH2:11]2.[Na+:29].[O:30]1[CH2:31][CH2:32][CH2:33][CH2:34]1.[OH-:28]>>[NH2:1][c:2]1[cH:3][n:4][c:5]2[c:6]([n:21]1)[CH2:7][CH2:8][N:9]([CH2:12][c:13]1[cH:14][cH:15][c:16]([Cl:19])[cH:17][cH:18]1)[CH2:10][CH2:11]2. The reactants are C1CCC2=NCCCN2CC1, COCCOC, CS(=O)c1nc(N)nc(-n2cccn2)c1C#N, OCc1ccc2ccccc2c1. RXN SMILES: [CH2:30]1[CH2:31][CH2:32][C:33]2=[N:38][CH2:37][CH2:36][CH2:35][N:34]2[CH2:39][CH2:40]1.[CH3:41][O:42][CH2:43][CH2:44][O:45][CH3:46].[NH2:1][c:2]1[n:3][c:4](-[n:13]2[n:14][cH:15][cH:16][cH:17]2)[c:5]([C:11]#[N:12])[c:6]([S:8]([CH3:9])=[O:10])[n:7]1.[cH:18]1[c:19]([CH2:28][OH:29])[cH:20][cH:21][c:22]2[cH:23][cH:24][cH:25][cH:26][c:27]12>>[NH2:1][c:2]1[n:3][c:4](-[n:13]2[n:14][cH:15][cH:16][cH:17]2)[c:5]([C:11]#[N:12])[c:6]([O:29][CH2:28][c:19]2[cH:18][c:27]3[c:22]([cH:21][cH:20]2)[cH:23][cH:24][cH:25][cH:26]3)[n:7]1. The product is N#Cc1c(OCc2ccc3ccccc3c2)nc(N)nc1-n1cccn1. Starting materials: N1N=C(C2=CC=CC=C12)C=1N=NN(C1)C1=CC=C(C(=O)NC=2C=NN(C2)C2CCN(CC2)C(=O)OC(C)(C)C)C=C1 (tert-butyl 4-[4-({4-[4-(1H-indazol-3-yl)-1H-1,2,3-triazol-1-yl]benzoyl}amino)-1H-pyrazol-1-yl]piperidine-1-carboxylate), Cl (HCl), solution. The reagents and catalysts are O (water). Run in O1CCOCC1 (Dioxane), O1CCOCC1 (1,4-dioxane), O1CCOCC1 (dioxane). Product: Cl.N1N=C(C2=CC=CC=C12)C=1N=NN(C1)C1=CC=C(C(=O)NC=2C=NN(C2)C2CCNCC2)C=C1 (4-[4-(1H-indazol-3-yl)-1H-1,2,3-triazol-1-yl]-N-(1-piperidin-4-yl-1H-pyrazol-4-yl)benzamide hydrochloride). Yield: 72.0%. Reaction SMILES: [NH:1]1[C:9]2[C:4](=[CH:5][CH:6]=[CH:7][CH:8]=2)[C:3]([C:10]2[N:11]=[N:12][N:13]([C:15]3[CH:41]=[CH:40][C:18]([C:19]([NH:21][C:22]4[CH:23]=[N:24][N:25]([CH:27]5[CH2:32][CH2:31][N:30](C(OC(C)(C)C)=O)[CH2:29][CH2:28]5)[CH:26]=4)=[O:20])=[CH:17][CH:16]=3)[CH:14]=2)=[N:2]1.[ClH:42]>O1CCOCC1.O>[ClH:42].[NH:1]1[C:9]2[C:4](=[CH:5][CH:6]=[CH:7][CH:8]=2)[C:3]([C:10]2[N:11]=[N:12][N:13]([C:15]3[CH:16]=[CH:17][C:18]([C:19]([NH:21][C:22]4[CH:23]=[N:24][N:25]([CH:27]5[CH2:28][CH2:29][NH:30][CH2:31][CH2:32]5)[CH:26]=4)=[O:20])=[CH:40][CH:41]=3)[CH:14]=2)=[N:2]1 |f:4.5|. Reported procedure: To a solution of tert-butyl 4-[4-({4-[4-(1H-indazol-3-yl)-1H-1,2,3-triazol-1-yl]benzoyl}amino)-1H-pyrazol-1-yl]piperidine-1-carboxylate (100 mg; 0.18 mmol; 1.0 eq.) in Dioxane (3 mL) was added HCl 4N solution in 1,4-dioxane (450 μl of a 4N solution in dioxane; 1.80 mmol; 10 eq.) and one drop of water. The resulting suspension was stirred at RT O/N. Solvent were removed under reduced pressure and the residue was suspended in ACN and filtered to afford the title compound as a beige solid (64 mg; 7... RXN SMILES: [CH3:1][CH2:2]N=C=NCCCN(C)C.[CH:12]1[CH:13]=[CH:14][C:15]2[N:20](O)N=[N:18][C:16]=2[CH:17]=1>CS(C)=O>[N:20]1[C:15]2[C:16](=[CH:17][CH:12]=[CH:13][CH:14]=2)[N:18]=[CH:2][CH:1]=1. The reactants are carboxylic acid, hydrazides, CCN=C=NCCCN(C)C (EDCI), C=1C=CC2=C(C1)N=NN2O (HOBt). Run in CS(=O)C (DMSO). Product: N1=CC=NC2=CC=CC=C12 (quinoxaline). Procedure: Compounds of structure H may be prepared as illustrated in Scheme 2. Reaction of a carboxylic acid E with various hydrazides in the presence of EDCI and HOBt in DMSO yields quinoxaline F. Quinoxaline F may then be treated with phosphorus oxychloride to give quinoxaline G. Subsequent reaction of quinoxaline G with ammonia at elevated temperature then provides compounds H. Starting materials: Cl.C1(=CC=CC=C1)[C@@H]1[C@@H](CCC1)N (cis-2-phenylcyclopentylamine hydrochloride), Cl.C1(=CC=CC=C1)[C@H]1[C@@H](CCC1)N (trans-2-phenylcyclopentylamine hydrochloride). Product: Cl.C1(=CC=CC=C1)[C@H]1[C@@H](CCC1)N=C1NCCCCC1 (Hexahydro-2-[(trans-2-phenylcyclopentyl)imino]azepine hydrochloride). As a reaction SMILES: [ClH:1].[C:2]1([C@H:8]2[CH2:12][CH2:11][CH2:10][C@H:9]2[NH2:13])[CH:7]=[CH:6][CH:5]=[CH:4][CH:3]=1.Cl.[C:15]1([C@@H:21]2CCC[C@H:22]2[NH2:26])[CH:20]=[CH:19][CH:18]=CC=1>>[ClH:1].[C:2]1([C@@H:8]2[CH2:12][CH2:11][CH2:10][C@H:9]2[N:13]=[C:22]2[CH2:21][CH2:15][CH2:20][CH2:19][CH2:18][NH:26]2)[CH:7]=[CH:6][CH:5]=[CH:4][CH:3]=1 |f:0.1,2.3,4.5|. Reported procedure: Following the procedure of Example 1, only substituting for cis-2-phenylcyclopentylamine hydrochloride the appropriate molar equivalent amount of trans-2-phenylcyclopentylamine hydrochloride, M.P. 147°-149° C., the desired product was obtained, M.P. 192°-195° C.